Dataset: the Open Reaction Database (ORD), a public repository of structured organic reaction records. Task: describe an organic reaction: reactants, conditions, products, and yield Reactants: O1C2=C(NCC1)C=NC=C2 (3,4-dihydro-2H-pyrido[4,3-b][1,4]oxazine), N1=CC=CC=C1 (pyridine), ClC=1C=C(C(=O)O)C=C(N1)Cl (2,6-dichloro-isonicotinic acid), CN(C=O)C (N,N-dimethyl formamide). Solvent: S(=O)(Cl)Cl (Thionyl chloride), S(=O)(Cl)Cl (thionylchloride), CN(C(C)=O)C (N,N-dimethyl acetamide). Reaction conditions: time 4 hour. Yields the product ClC1=NC(=CC(=C1)C(=O)N1C2=C(OCC1)C=CN=C2)Cl ((2,6-dichloro-pyridin-4-yl)-(2,3-dihydro-pyrido[4,3-b][1,4]oxazin-4-yl)-methanone). The yield is 71.9%. As a reaction SMILES: [Cl:1][C:2]1[CH:3]=[C:4]([CH:8]=[C:9]([Cl:11])[N:10]=1)[C:5]([OH:7])=O.CN(C)C=O.[O:17]1[CH2:22][CH2:21][NH:20][C:19]2[CH:23]=[N:24][CH:25]=[CH:26][C:18]1=2.N1C=CC=CC=1>S(Cl)(Cl)=O.CN(C)C(=O)C>[Cl:11][C:9]1[CH:8]=[C:4]([C:5]([N:20]2[CH2:21][CH2:22][O:17][C:18]3[CH:26]=[CH:25][N:24]=[CH:23][C:19]2=3)=[O:7])[CH:3]=[C:2]([Cl:1])[N:10]=1. Procedure: In a 25 ml flask, 2,6-dichloro-isonicotinic acid (100 mg, 0.52 mmol) was dissolved in thionylchloride (0.76 ml), and a catalytic amount of N,N-dimethyl formamide was added thereto and then stirred for 4 hours under reflux. Thionyl chloride was removed under reduced pressure, and 3,4-dihydro-2H-pyrido[4,3-b][1,4]oxazine (78 mg, 0.57 mmol) and pyridine (0.13 ml) were added to the reaction flask and dissolved in N,N-dimethyl acetamide (2.6 ml) and then stirred at room temperature for 18 hours. The ... Starting materials: [Br-], CC(C)C(CO)N(C)C(=O)OC(C)(C)C, CC1(C)CCCC(C)(C)N1O, [O-]Cl, ClCCl, [K+], [Na+], [Na+], O=C([O-])O, O. Yields the product CC(C)C(C=O)N(C)C(=O)OC(C)(C)C. Reaction SMILES: [Br-:21].[C:1](=[O:2])([O:3][C:4]([CH3:5])([CH3:6])[CH3:7])[N:8]([CH:9]([CH:10]([CH3:11])[CH3:12])[CH2:13][OH:14])[CH3:15].[CH3:23][C:24]1([CH3:33])[N:25]([O:26])[C:27]([CH3:28])([CH3:29])[CH2:30][CH2:31][CH2:32]1.[Cl:34][O-:35].[Cl:37][CH2:38][Cl:39].[K+:22].[Na+:20].[Na+:36].[O-:16][C:17]([OH:18])=[O:19].[OH2:40]>>[C:1](=[O:2])([O:3][C:4]([CH3:5])([CH3:6])[CH3:7])[N:8]([CH:9]([CH:10]([CH3:11])[CH3:12])[CH:13]=[O:14])[CH3:15]. The reactants are NC1=CC=CC(=N1)O (6-aminopyridin-2-ol), BrC=1C(N(C=C(C1)Br)C)=O (3,5-dibromo-1-methylpyridin-2(1H)-one), C([O-])([O-])=O.[Cs+].[Cs+] (cesium carbonate), CC1(C2=C(C(=CC=C2)P(C3=CC=CC=C3)C4=CC=CC=C4)OC5=C(C=CC=C51)P(C6=CC=CC=C6)C7=CC=CC=C7)C (xantphos). The reagents and catalysts are C=1C=CC(=CC1)/C=C/C(=O)/C=C/C2=CC=CC=C2.C=1C=CC(=CC1)/C=C/C(=O)/C=C/C2=CC=CC=C2.C=1C=CC(=CC1)/C=C/C(=O)/C=C/C2=CC=CC=C2.[Pd].[Pd] (Pd2(dba)3). Solvent: CN(C)C=O (DMF). Reaction conditions: temperature 100 celsius. Yields the product BrC=1C=C(C(N(C1)C)=O)NC1=NC(=CC=C1)O (5-Bromo-3-(6-hydroxypyridin-2-ylamino)-1-methylpyridin-2(1H)-one). Isolated yield 19.6%. RXN SMILES: [NH2:1][C:2]1[N:7]=[C:6]([OH:8])[CH:5]=[CH:4][CH:3]=1.Br[C:10]1[C:11](=[O:18])[N:12]([CH3:17])[CH:13]=[C:14]([Br:16])[CH:15]=1.C(=O)([O-])[O-].[Cs+].[Cs+].CC1(C)C2C(=C(P(C3C=CC=CC=3)C3C=CC=CC=3)C=CC=2)OC2C(P(C3C=CC=CC=3)C3C=CC=CC=3)=CC=CC1=2>C1C=CC(/C=C/C(/C=C/C2C=CC=CC=2)=O)=CC=1.C1C=CC(/C=C/C(/C=C/C2C=CC=CC=2)=O)=CC=1.C1C=CC(/C=C/C(/C=C/C2C=CC=CC=2)=O)=CC=1.[Pd].[Pd].CN(C=O)C>[Br:16][C:14]1[CH:15]=[C:10]([NH:1][C:2]2[CH:3]=[CH:4][CH:5]=[C:6]([OH:8])[N:7]=2)[C:11](=[O:18])[N:12]([CH3:17])[CH:13]=1 |f:2.3.4,6.7.8.9.10|. Procedure: A 100 mL round-bottomed flask equipped with a reflux condenser was charged with 6-aminopyridin-2-ol (1.1 g, 10.0 mmol), 3,5-dibromo-1-methylpyridin-2(1H)-one (2.67 g, 10.0 mmol), cesium carbonate (6.52 g, 20.0 mmol), xantphos (576 mg, 1.0 mmol), Pd2(dba)3 (460 mg, 0.50 mmol), and DMF (35 mL). The system was subject to three cycles of vacuum/argon flush and heated at 100° C. for 3 h. It was then cooled to room temperature and filtered. The filtrate was diluted with DCM (500 mL) and washed with H2...